describe an organic reaction: reactants, conditions, products, and yield From a dataset of the Open Reaction Database (ORD), a public repository of structured organic reaction records. Reactants: COc1ccc(-c2nc3ncnc(Cl)c3[nH]2)c(OC)c1, CC(=O)O, [Na+], [OH-]. Yields the product COc1ccc(-c2nc3nc[nH]c(=O)c3[nH]2)c(OC)c1. As a reaction SMILES: [CH3:1][O:2][c:3]1[c:4](-[c:11]2[n:12][c:13]3[n:14][cH:15][n:16][c:17]([Cl:20])[c:18]3[nH:19]2)[cH:5][cH:6][c:7]([O:9][CH3:10])[cH:8]1.[CH3:21][C:22]([OH:23])=[O:24].[Na+:26].[OH-:25]>>[CH3:1][O:2][c:3]1[c:4](-[c:11]2[n:12][c:13]3[n:14][cH:15][nH:16][c:17](=[O:23])[c:18]3[nH:19]2)[cH:5][cH:6][c:7]([O:9][CH3:10])[cH:8]1. Reactants: C(C)ONC(CCl)=O (N-Ethoxychloroacetamide), C1(CC1)N=C=O (Cyclopropylisocyanate). Reagents/catalysts: C(CCCCCCCCCCC)(=O)[O-].C(CCCCCCCCCCC)(=O)[O-].C(CCC)[Sn+2]CCCC (dibutyltin dilaurate). Run in C1=CC=CC=C1 (benzene), C1=CC=CC=C1 (benzene). The product is ClCC(=NOCC)OC(NC1CC1)=O (1-chloro-2-(N-cyclopropylcarbamoyloxy)-2-ethoxyiminoethane). Reaction SMILES: [CH2:1]([O:3][NH:4][C:5](=[O:8])[CH2:6][Cl:7])[CH3:2].[CH:9]1([N:12]=[C:13]=[O:14])[CH2:11][CH2:10]1>C([O-])(=O)CCCCCCCCCCC.C([O-])(=O)CCCCCCCCCCC.C([Sn+2]CCCC)CCC.C1C=CC=CC=1>[Cl:7][CH2:6][C:5]([O:8][C:13](=[O:14])[NH:12][CH:9]1[CH2:11][CH2:10]1)=[N:4][O:3][CH2:1][CH3:2] |f:2.3.4|. Procedure: N-Ethoxychloroacetamide (13.7 grams; 0.1 mole), benzene (60 ml) and dibutyltin dilaurate (1 drop) are charged into a glass reaction flask equipped with a mechanical stirrer, thermometer and reflux condenser. Cyclopropylisocyanate (10 grams; 0.12 mole) dissolved in benzene (20 ml) is incrementally added to the reaction mixture, with stirring, at room temperature. After the addition is completed the reaction mixture is heated at reflux for a period of about 2 hours. After this time the reaction mi... The reactants are ice, BrC1=CC=C(C(=N1)C)[N+](=O)[O-] (6-bromo-2-methyl-3-nitropyridine), CS(=O)[O-].[Na+] (sodium methanesulfinate), ice water. Solvent: CS(=O)C (DMSO). Reaction conditions: time 1.5 hour. The product is CC1=NC(=CC=C1[N+](=O)[O-])S(=O)(=O)C (2-Methyl-6-(methylsulfonyl)-3-nitropyridine). The yield is 87.3%. RXN SMILES: Br[C:2]1[N:7]=[C:6]([CH3:8])[C:5]([N+:9]([O-:11])=[O:10])=[CH:4][CH:3]=1.[CH3:12][S:13]([O-:15])=[O:14].[Na+]>CS(C)=O>[CH3:8][C:6]1[C:5]([N+:9]([O-:11])=[O:10])=[CH:4][CH:3]=[C:2]([S:13]([CH3:12])(=[O:15])=[O:14])[N:7]=1 |f:1.2|. Procedure: A mixture of 6-bromo-2-methyl-3-nitropyridine (100 g, 461 mmol) and sodium methanesulfinate (47.0 g, 461 mmol) in DMSO (300 mL) was stirred at room temperature for 1.5 h. The reaction mixture was poured into ice-water (1 L) and stirred until all the ice had melted. The ice-cold solution was filtered, and a dark purple solid was collected. The solid collected was dissolved in ethyl acetate (1 L). The solution was treated with activated charcoal, filtered through Celite™. The Celite™ cake was wash... Starting materials: C1(=CC=CC=C1)[Mg]Cl (phenylmagnesium chloride), CC1=CC=CC=2C3=CC=CC=C3C(C12)=O (1-methyl-9-fluorenone). The product is CC1=CC=CC=2C3=CC=CC=C3C(C12)(O)C1=CC=CC=C1 (1-methyl-9-phenyl-9H-fluoren-9-ol). Reaction SMILES: [C:1]1([Mg]Cl)[CH:6]=[CH:5][CH:4]=[CH:3][CH:2]=1.[CH3:9][C:10]1[C:22]2[C:21](=[O:23])[C:20]3[C:15](=[CH:16][CH:17]=[CH:18][CH:19]=3)[C:14]=2[CH:13]=[CH:12][CH:11]=1>>[CH3:9][C:10]1[C:22]2[C:21]([C:1]3[CH:6]=[CH:5][CH:4]=[CH:3][CH:2]=3)([OH:23])[C:20]3[C:15](=[CH:16][CH:17]=[CH:18][CH:19]=3)[C:14]=2[CH:13]=[CH:12][CH:11]=1. Reported procedure: from phenylmagnesium chloride and 1-methyl-9-fluorenone; Starting materials: O=C([O-])C(O)C(O)C(=O)[O-], CCOC(=O)c1cnc(NC2CCN(Cc3ccccc3)C2)c(Cl)c1, CC(C)C[AlH]CC(C)C, Cc1ccccc1, CO, [K+], [Mg+2], [Na+], O=S(=O)([O-])[O-]. Product: OCc1cnc(NC2CCN(Cc3ccccc3)C2)c(Cl)c1. RXN SMILES: [C:35]([CH:36]([CH:37]([C:38]([O-:39])=[O:40])[OH:41])[OH:42])([O-:43])=[O:44].[CH2:10]([c:11]1[cH:12][cH:13][cH:14][cH:15][cH:16]1)[N:17]1[CH2:18][CH:19]([NH:22][c:23]2[n:24][cH:25][c:26]([C:27](=[O:28])[O:29][CH2:30][CH3:31])[cH:32][c:33]2[Cl:34])[CH2:20][CH2:21]1.[CH3:1][CH:2]([CH2:3][AlH:4][CH2:5][CH:6]([CH3:7])[CH3:8])[CH3:9].[CH3:53][c:54]1[cH:55][cH:56][cH:57][cH:58][cH:59]1.[CH3:60][OH:61].[K+:45].[Mg+2:47].[Na+:46].[O-:48][S:49]([O-:50])(=[O:51])=[O:52]>>[CH2:10]([c:11]1[cH:12][cH:13][cH:14][cH:15][cH:16]1)[N:17]1[CH2:18][CH:19]([NH:22][c:23]2[n:24][cH:25][c:26]([CH2:27][OH:28])[cH:32][c:33]2[Cl:34])[CH2:20][CH2:21]1. Run at temperature 100 celsius, time 22 hour. Yield: 39.0%. RXN SMILES: [Cl:1][C:2]1[CH:3]=[C:4]2[C:8](=[C:9]([C:11](=[S:19])[C:12]3[CH:17]=[CH:16][C:15]([CH3:18])=[CH:14][CH:13]=3)[CH:10]=1)[NH:7][C:6](=[O:20])[CH2:5]2.Cl.[OH-:22].[Na+:23]>O>[OH2:20].[NH2:7][C:8]1[C:9]([C:11](=[S:19])[C:12]2[CH:17]=[CH:16][C:15]([CH3:18])=[CH:14][CH:13]=2)=[CH:10][C:2]([Cl:1])=[CH:3][C:4]=1[CH2:5][C:6]([O-:20])=[O:22].[Na+:23] |f:2.3,5.6.7|. Reported procedure: A mixture of 6.4 g (20.0 mmol) of 5-chloro-7-(4-methylthiobenzoyl)indolin-2-one in 110 ml of 3N sodium hydroxide was heated at 100° C. in an oil bath and stirred under a nitrogen atmosphere for 22 hrs. The reaction mixture was diluted to 600 ml with water and then titrated to a pH of 7.5 with concentrated hydrochloric acid. The mixture was then filtered and the filter cake was extracted with 1.5 liter of hot water. The filtrate obtained was concentrated to a solid residue. This residue was disso... Solvent: O (water). The product is O.NC1=C(C=C(C=C1C(C1=CC=C(C=C1)C)=S)Cl)CC(=O)[O-].[Na+] (Sodium 2-amino-5-chloro-3-(4-methylthiobenzoyl)phenylacetate hydrate). Starting materials: ClC=1C=C2CC(NC2=C(C1)C(C1=CC=C(C=C1)C)=S)=O (5-chloro-7-(4-methylthiobenzoyl)indolin-2-one), [OH-].[Na+] (sodium hydroxide), Cl (hydrochloric acid). The reactants are C(C(=O)Cl)(=O)Cl (oxaloyl chloride), FC(C(=O)O)F (difluoroacetic acid), CC(C)(C)S (2-methyl-2-propanethiol), CC(C)(C)S (2-methyl-2-propanethiol). The reagents and catalysts are [Co](Cl)Cl (cobalt(II) chloride). Solvent: C(C)#N (acetonitrile). Run at time 3 hour. Product: FC(C(SC(C)(C)C)=O)F (S-tert butyl difluoroethane-thioate). The yield is 47.2%. RXN SMILES: C(Cl)(=O)C(Cl)=O.[F:7][CH:8]([F:12])[C:9](O)=[O:10].[CH3:13][C:14]([SH:17])([CH3:16])[CH3:15]>C(#N)C.[Co](Cl)Cl>[F:7][CH:8]([F:12])[C:9](=[O:10])[S:17][C:14]([CH3:16])([CH3:15])[CH3:13]. Procedure: To a solution of oxaloyl chloride (9.08 mL, 104 mmol) in acetonitrile (ACN) (50 mL) at 25 ° C. was added dropwise difluoroacetic acid (6.55 mL, 104 mmol). After 3 hours, 2-methyl-2-propanethiol (11.74 mL, 104 mmol) was added dropwise followed by cobalt(II) chloride (10 mg). After being stirred at room temperature for 18 hours, additional 2-methyl-2-propanethiol (4.0 mL, 35.4 mmol) was added. After 2 hours, the solution was poured onto Et2O (500 mL) and washed with saturated NaHCO3 (2×300 mL) and... Starting materials: CI, CCO, CC(C)(C)c1nc(NC(N)=S)nc(C(C)(C)C)c1O. The product is CSC(=N)Nc1nc(C(C)(C)C)c(O)c(C(C)(C)C)n1. Reaction SMILES: [CH3:1][I:2].[CH3:22][CH2:23][OH:24].[CH3:3][C:4]([CH3:5])([CH3:6])[c:7]1[n:8][c:9]([NH:18][C:19](=[S:20])[NH2:21])[n:10][c:11]([C:14]([CH3:15])([CH3:16])[CH3:17])[c:12]1[OH:13]>>[CH3:1][S:20][C:19]([NH:18][c:9]1[n:8][c:7]([C:4]([CH3:3])([CH3:5])[CH3:6])[c:12]([OH:13])[c:11]([C:14]([CH3:15])([CH3:16])[CH3:17])[n:10]1)=[NH:21]. Starting materials: Cl, [I-], [K+], O=N[O-], Nc1ccc2c(O)cccc2c1, N, [Na+]. Yields the product Oc1cccc2cc(I)ccc12. Reaction SMILES: [ClH:20].[I-:18].[K+:17].[N:13]([O-:14])=[O:15].[NH2:1][c:2]1[cH:3][c:4]2[cH:5][cH:6][cH:7][c:8]([OH:12])[c:9]2[cH:10][cH:11]1.[NH3:19].[Na+:16]>>[c:2]1([I:18])[cH:3][c:4]2[cH:5][cH:6][cH:7][c:8]([OH:12])[c:9]2[cH:10][cH:11]1. The reactants are Cl (HCl), BrCC(=O)C1=CC=C(C=C1)[N+](=O)[O-] (2-bromo-4′-nitroacetophenone), [C-]#N.[Na+] (NaCN). The solvent is O (H2O), C(C)O (ethanol), O (H2O). Run at temperature 0 celsius. Product: C(#N)CC(=O)C1=CC=C(C=C1)[N+](=O)[O-] (2-cyano-4′nitroacetophenone). Reaction SMILES: Br[CH2:2][C:3]([C:5]1[CH:10]=[CH:9][C:8]([N+:11]([O-:13])=[O:12])=[CH:7][CH:6]=1)=[O:4].[C-:14]#[N:15].[Na+].Cl>C(O)C.O>[C:14]([CH2:2][C:3]([C:5]1[CH:10]=[CH:9][C:8]([N+:11]([O-:13])=[O:12])=[CH:7][CH:6]=1)=[O:4])#[N:15] |f:1.2|. Procedure details: To a solution of 2-bromo-4′-nitroacetophenone (30 g, 0.123 mol) in ethanol (200 mL) at 0° C. was added a solution of NaCN (18 g, 0.368 mol) in H2O (60 mL) dropwise over 1 h. Upon completion of the addition, the mixture was stirred at 0° C. for an additional hour and then diluted with H2O (200 mL). The solution was treated with 1N aq. HCl solution, to a pH of 2, and extracted with CH2Cl2 (2×500 ML). The combined organic layers were dried over Na2SO4 and concentrated by rotary evaporation. The res...